This data is from the Open Reaction Database (ORD), a public repository of structured organic reaction records. The task is: describe an organic reaction: reactants, conditions, products, and yield The reactants are Cc1cc(C)cc(CC(OC(=O)N2CCC(N3CCc4ccccc4NC3=O)CC2)C(=O)N2CCC(C3CCN(C(=O)OC(C)(C)C)CC3)CC2)c1, Cl, [K+], [K+], O=C([O-])[O-], CN(C)C=O. Yields the product Cc1cc(C)cc(CC(OC(=O)N2CCC(N3CCc4ccccc4NC3=O)CC2)C(=O)N2CCC(C3CCNCC3)CC2)c1. Reaction SMILES: [CH3:1][c:2]1[cH:3][c:4]([CH2:9][CH:10]([C:11](=[O:12])[N:13]2[CH2:14][CH2:15][CH:16]([CH:19]3[CH2:20][CH2:21][N:22]([C:25]([O:26][C:27]([CH3:28])([CH3:29])[CH3:30])=[O:31])[CH2:23][CH2:24]3)[CH2:17][CH2:18]2)[O:32][C:33](=[O:34])[N:35]2[CH2:36][CH2:37][CH:38]([N:41]3[C:42](=[O:52])[NH:43][c:44]4[c:45]([cH:48][cH:49][cH:50][cH:51]4)[CH2:46][CH2:47]3)[CH2:39][CH2:40]2)[cH:5][c:6]([CH3:8])[cH:7]1.[ClH:59].[K+:53].[K+:54].[O-:55][C:56]([O-:57])=[O:58].[O:60]=[CH:61][N:62]([CH3:63])[CH3:64]>>[CH3:1][c:2]1[cH:3][c:4]([CH2:9][CH:10]([C:11](=[O:12])[N:13]2[CH2:14][CH2:15][CH:16]([CH:19]3[CH2:20][CH2:21][NH:22][CH2:23][CH2:24]3)[CH2:17][CH2:18]2)[O:32][C:33](=[O:34])[N:35]2[CH2:36][CH2:37][CH:38]([N:41]3[C:42](=[O:52])[NH:43][c:44]4[c:45]([cH:48][cH:49][cH:50][cH:51]4)[CH2:46][CH2:47]3)[CH2:39][CH2:40]2)[cH:5][c:6]([CH3:8])[cH:7]1. Reactants: Compound 158, C12H11N5O2, COC=1C=C(CNC2=NC=C(C=3N2N=C(N3)C=3OC=CC3)C(CC)=O)C=CC1OC (5-(3,4-Dimethoxybenzylamino)-2-(2-furyl)-8-propionyl[1,2,4]triazolo[1,5-c]pyrimidine), [K+].[Br-] (KBr). Product: NC1=NC=C(C=2N1N=C(N2)C=2OC=CC2)C(CC)=O (5-Amino-2-(2-furyl)-8-propionyl[1,2,4]triazolo[1,5-c]pyrimidine). As a reaction SMILES: COC1C=C(C=CC=1OC)C[NH:7][C:8]1[N:13]2[N:14]=[C:15]([C:17]3[O:18][CH:19]=[CH:20][CH:21]=3)[N:16]=[C:12]2[C:11]([C:22](=[O:25])[CH2:23][CH3:24])=[CH:10][N:9]=1.[K+].[Br-]>>[NH2:7][C:8]1[N:13]2[N:14]=[C:15]([C:17]3[O:18][CH:19]=[CH:20][CH:21]=3)[N:16]=[C:12]2[C:11]([C:22](=[O:25])[CH2:23][CH3:24])=[CH:10][N:9]=1 |f:1.2|. Reported procedure: Compound 158 (338 mg, yield: 69%) was obtained as a white solid using 780 mg (1.91 mmol) of Compound 157 obtained in Example 157 by carrying out a procedure similar to that in Example 153. 1H NMR (δ ppm, DMSO-d6): 8.50 (s, 1H), 7.98 (dd, J=1.7 Hz, 0.7 Hz, 1H), 7.26 (d, J=3.3 Hz, 1H), 6.76-6.74 (m, 1H), 3.34-3.28 (m, 2H), 1.12 (t, J=6.9 Hz, 3H); Mass (m/z): 257 (M+); IR (KBr, cm−1): 3440, 3017, 1641, 1531, 1412, 1227; Melting point: 279.5-283.0° C.; Elemental analysis: C12H11N5O2 0.2EtOH; Found (...